Task: describe an organic reaction: reactants, conditions, products, and yield. Dataset: the Open Reaction Database (ORD), a public repository of structured organic reaction records Starting materials: [BH4-], CO, ClCCl, C=Cc1cc(OC(C)CC)ccc1F, [Na+], O=[O+][O-]. Yields the product CCC(C)Oc1ccc(F)c(CO)c1. As a reaction SMILES: [BH4-:18].[CH3:23][OH:24].[Cl:20][CH2:21][Cl:22].[F:4][c:5]1[c:6]([CH:16]=[CH2:17])[cH:7][c:8]([O:11][CH:12]([CH2:13][CH3:14])[CH3:15])[cH:9][cH:10]1.[Na+:19].[O-:1][O+:2]=[O:3]>>[OH:1][CH2:16][c:6]1[c:5]([F:4])[cH:10][cH:9][c:8]([O:11][CH:12]([CH2:13][CH3:14])[CH3:15])[cH:7]1. The reactants are C(CC)C(CCCC=C)CCC (6-propylnon-1-ene), ClC=1C=C(C(=O)OO)C=CC1 (meta-chloroperoxybenzoic acid). Yields the product C(CC)C(CCCC1OC1)CCC (2-(4-propyl-heptyl)-oxirane). Solvent: ClCCl (dichloromethane). Yield: 88.1%. Run at temperature 0 celsius, time 20 minute. Reaction SMILES: [CH2:1]([CH:4]([CH2:10][CH2:11][CH3:12])[CH2:5][CH2:6][CH2:7][CH:8]=[CH2:9])[CH2:2][CH3:3].ClC1C=C(C=CC=1)C(OO)=[O:18]>ClCCl>[CH2:10]([CH:4]([CH2:1][CH2:2][CH3:3])[CH2:5][CH2:6][CH2:7][CH:8]1[CH2:9][O:18]1)[CH2:11][CH3:12]. Procedure: To a 250 ml flask containing 6-propylnon-1-ene (4 g, 23,76 mmol, purified by distillation) and anhydrous dichloromethane (260 mL) under nitrogen atmosphere, was added at 0 ° C. meta-chloroperoxybenzoic acid (77%, 10,65 g, 47,53 mmol, 2 eq) and the reaction was stirred for 20 minutes at 0 ° C. before warming to room temperature. The disappearance of starting material is monitored by TLC. The reaction was evaporated almost to dryness and cyclohexane (260 ml) was added and the remaining solid in th... Reactants: C(C(CO)(CO)N)O (Trisamine), BrCCCCC(=O)Cl (Bromovaleryl chloride), S1C(=CC=C1)C=1C=C(NN1)N (5-thiophen-2-yl-2H-pyrazol-3-ylamine), CCN(C(C)C)C(C)C (DIEA), C(C)(=O)N1CCNCCC1 (N-acetylhomopiperazine). The solvent is CC(=O)N(C)C (DMA). Run at temperature 0 celsius, time 1 hour. Yields the product S1C(=CC=C1)C1=CC(=NN1)NC(CCCCN1CCN(CCC1)C(C)=O)=O (5-(4-Acetyl-[1,4]diazepan-1-yl)-pentanoic acid (5-thiophen-2-yl-1H-pyrazol-3-yl)-amide). Isolated yield 16.9%. Reaction SMILES: Br[CH2:2][CH2:3][CH2:4][CH2:5][C:6](Cl)=[O:7].[S:9]1[CH:13]=[CH:12][CH:11]=[C:10]1[C:14]1[CH:15]=[C:16]([NH2:19])[NH:17][N:18]=1.CCN(C(C)C)C(C)C.C(O)C(N)(CO)CO.[C:37]([N:40]1[CH2:46][CH2:45][CH2:44][NH:43][CH2:42][CH2:41]1)(=[O:39])[CH3:38]>CC(N(C)C)=O>[S:9]1[CH:13]=[CH:12][CH:11]=[C:10]1[C:14]1[NH:18][N:17]=[C:16]([NH:19][C:6](=[O:7])[CH2:5][CH2:4][CH2:3][CH2:2][N:43]2[CH2:44][CH2:45][CH2:46][N:40]([C:37](=[O:39])[CH3:38])[CH2:41][CH2:42]2)[CH:15]=1. Procedure: Bromovaleryl chloride (1.62 mL, 12.12 mmol) was dissolved in DMA (50 mL). To this, a solution of 5-thiophen-2-yl-2H-pyrazol-3-ylamine (2 g, 12.12 mmol) and DIEA (2.1 mL, 12.12 mmol) was added portionwise at 0° C. The reaction mixture was left stirring 1 hour at 0° C. and then for 2 hours at room temperature. After a total of 3 hours, PS-Trisamine (1 g, ˜4 mmol/g) was added to the mixture and left stirring for 2 hours. Then, N-acetylhomopiperazine (4.3 g, 30.3 mmol) was added and the mixture was ... Reactants: C(C1=CC=CC=C1)(=O)S (thiobenzoic S-acid), FC(SC[C@H]1N(C[C@@H](C1)O)C(=O)OCC1=CC=C(C=C1)[N+](=O)[O-])F ((2S,4R)-2-(difluoromethyl)thiomethyl-4-hydroxy-1-(4-nitrobenzyloxycarbonyl)pyrrolidine), C1(=CC=CC=C1)P(C1=CC=CC=C1)C1=CC=CC=C1 (triphenylphosphine), N(=NC(=O)OCC)C(=O)OCC (diethyl azodicarboxylate). The solvent is O1CCCC1 (tetrahydrofuran), O1CCCC1 (tetrahydrofuran). The product is C(C1=CC=CC=C1)(=O)S[C@H]1C[C@H](N(C1)C(=O)OCC1=CC=C(C=C1)[N+](=O)[O-])CSC(F)F ((2S,4S)-4-benzoylthio-2-(difluoromethyl)thiomethyl-1-(4-nitrobenzyloxycarbonyl)pyrrolidine). As a reaction SMILES: [F:1][CH:2]([F:24])[S:3][CH2:4][C@@H:5]1[CH2:9][C@@H:8](O)[CH2:7][N:6]1[C:11]([O:13][CH2:14][C:15]1[CH:20]=[CH:19][C:18]([N+:21]([O-:23])=[O:22])=[CH:17][CH:16]=1)=[O:12].C1(P(C2C=CC=CC=2)C2C=CC=CC=2)C=CC=CC=1.N(C(OCC)=O)=NC(OCC)=O.[C:56]([SH:64])(=[O:63])[C:57]1[CH:62]=[CH:61][CH:60]=[CH:59][CH:58]=1>O1CCCC1>[C:56]([S:64][C@@H:8]1[CH2:7][N:6]([C:11]([O:13][CH2:14][C:15]2[CH:20]=[CH:19][C:18]([N+:21]([O-:23])=[O:22])=[CH:17][CH:16]=2)=[O:12])[C@H:5]([CH2:4][S:3][CH:2]([F:24])[F:1])[CH2:9]1)(=[O:63])[C:57]1[CH:62]=[CH:61][CH:60]=[CH:59][CH:58]=1. Procedure: To a solution of (2S,4R)-2-(difluoromethyl)thiomethyl-4-hydroxy-1-(4-nitrobenzyloxycarbonyl)pyrrolidine (1.01 g) and triphenylphosphine (1.1 g) in tetrahydrofuran (20 ml) was added dropwise a solution of diethyl azodicarboxylate (0.66 ml) in tetrahydrofuran (3 ml) at -10° C. to -5° C. with stirring. The mixture was stirred at the same temperature for 30 minutes. To the solution was added thiobenzoic S-acid (0.49 ml) at the same temperature and the mixture was stirred under ice-cooling for 2 hour... The reactants are [BH4-], CO, CC(=O)c1cccc(F)c1F, [Na+]. The product is CC(O)c1cccc(F)c1F. RXN SMILES: [BH4-:12].[CH3:14][OH:15].[F:1][c:2]1[c:3]([C:9]([CH3:10])=[O:11])[cH:4][cH:5][cH:6][c:7]1[F:8].[Na+:13]>>[F:1][c:2]1[c:3]([CH:9]([CH3:10])[OH:11])[cH:4][cH:5][cH:6][c:7]1[F:8].